This data is from the Open Reaction Database (ORD), a public repository of structured organic reaction records. The task is: describe an organic reaction: reactants, conditions, products, and yield Reported procedure: Sodium borohydride (64 mg) was added to a mixture of 170 mg of 17α-acetoxy-6β-chloro-1ξ,7α-dihydroxy-2-oxa-4-pregnene-3,20-dione, 62 mg of sodium hydrogen carbonate, 4 ml of tetrahydrofuran, 9.2 ml of methanol and 8.2 ml of water. The reaction mixture was stirred at room temperature for 30 minutes, and 4 ml of 50% hyrochloric acid was added. The mixture was extracted with ethyl acetate, and the extract was washed with a saturated aqueous solution of sodium hydrogen carbonate and dried over anhyd... Run in O (water), CO (methanol), O1CCCC1 (tetrahydrofuran). Product: C(C)(=O)O[C@]1(C(C)=O)CC[C@H]2[C@@H]3[C@@H]([C@H](C4=CC(OC[C@]4(C)[C@H]3CC[C@]12C)=O)Cl)O (17α-acetoxy-6β-chloro-7α-hydroxy-2-oxa-4-pregnene-3,20-dione). Reactants: Cl (hyrochloric acid), [BH4-].[Na+] (Sodium borohydride), C(C)(=O)O[C@]1(C(C)=O)CC[C@H]2[C@@H]3[C@@H]([C@H](C4=CC(OC([C@]4(C)[C@H]3CC[C@]12C)O)=O)Cl)O (17α-acetoxy-6β-chloro-1ξ,7α-dihydroxy-2-oxa-4-pregnene-3,20-dione), C(O)([O-])=O.[Na+] (sodium hydrogen carbonate). Isolated yield 94.0%. Conditions: time 30 minute. Reaction SMILES: [BH4-].[Na+].[C:3]([O:6][C@:7]1([C@:27]2([CH3:28])[C@H:13]([C@H:14]3[C@H:24]([CH2:25][CH2:26]2)[C@:22]2([CH3:23])[C:17](=[CH:18][C:19](=[O:30])[O:20][CH:21]2O)[C@H:16]([Cl:31])[C@H:15]3[OH:32])[CH2:12][CH2:11]1)[C:8](=[O:10])[CH3:9])(=[O:5])[CH3:4].C(=O)([O-])O.[Na+].Cl>O.CO.O1CCCC1>[C:3]([O:6][C@:7]1([C@:27]2([CH3:28])[C@H:13]([C@H:14]3[C@H:24]([CH2:25][CH2:26]2)[C@:22]2([CH3:23])[C:17](=[CH:18][C:19](=[O:30])[O:20][CH2:21]2)[C@H:16]([Cl:31])[C@H:15]3[OH:32])[CH2:12][CH2:11]1)[C:8](=[O:10])[CH3:9])(=[O:5])[CH3:4] |f:0.1,3.4|. Reactants: C(C)(=O)O (acetic acid), ClC1=CC=C(C=C1)NN=CC(C(F)(F)F)=O (3,3,3-trifluoro-2-oxopropanal 1-(4-chlorophenylhydrazone)), compound 3-11, CC(C(=O)O)C(=O)O (methylmalonic acid), N1CCCCC1 (piperidine). The solvent is O (water), N1=CC=CC=C1 (pyridine). Reaction conditions: temperature 80 celsius, time 4 hour. Product: ClC1=CC=C(C=C1)N1N=CC(=C(C1=O)C)C(F)(F)F (2-(4-chlorophenyl)-4-methyl-5-trifluoromethylpyridazin-3-one). The yield is 52.1%. As a reaction SMILES: [Cl:1][C:2]1[CH:7]=[CH:6][C:5]([NH:8][N:9]=[CH:10][C:11](=O)[C:12]([F:15])([F:14])[F:13])=[CH:4][CH:3]=1.[CH3:17][CH:18](C(O)=O)[C:19](O)=[O:20].N1CCCCC1.C(O)(=O)C>N1C=CC=CC=1.O>[Cl:1][C:2]1[CH:7]=[CH:6][C:5]([N:8]2[C:19](=[O:20])[C:18]([CH3:17])=[C:11]([C:12]([F:15])([F:14])[F:13])[CH:10]=[N:9]2)=[CH:4][CH:3]=1. Procedure: First, 0.25 g of 3,3,3-trifluoro-2-oxopropanal 1-(4-chlorophenylhydrazone), compound 3-11 was dissolved in 2 ml of pyridine. To this solution were added 0.24 g of methylmalonic acid and 0.09 g of piperidine, and the mixture was stirred at 80° C. for 4 hours. Then, 2.0 ml of acetic acid was added, and the mixture was stirred at 80° C. for 6.5 hours and further at 120° C. for 4 hours. After completion of the reaction, the reaction solution was poured into water, and this mixture was extracted with...